Dataset: the Open Reaction Database (ORD), a public repository of structured organic reaction records. Task: describe an organic reaction: reactants, conditions, products, and yield The reactants are N1=CC=CC=C1 (pyridine), O(C1=CC=CC=C1)C=1C=C(CO)C=CC1 (3-Phenoxybenzyl alcohol). The reagents and catalysts are [O-2].[O-2].[O-2].[Cr+6] (Chromium trioxide). The solvent is C(Cl)Cl (methylene chloride), C(Cl)Cl (methylene chloride). Reaction conditions: time 15 minute. Yields the product O(C1=CC=CC=C1)C=1C=C(C=O)C=CC1 (3-phenoxy-benzaldehyde). Reaction SMILES: N1C=CC=CC=1.[O:7]([C:14]1[CH:15]=[C:16]([CH:19]=[CH:20][CH:21]=1)[CH2:17][OH:18])[C:8]1[CH:13]=[CH:12][CH:11]=[CH:10][CH:9]=1>C(Cl)Cl.[O-2].[O-2].[O-2].[Cr+6]>[O:7]([C:14]1[CH:15]=[C:16]([CH:19]=[CH:20][CH:21]=1)[CH:17]=[O:18])[C:8]1[CH:9]=[CH:10][CH:11]=[CH:12][CH:13]=1 |f:3.4.5.6|. Procedure details: Chromium trioxide (3.00 g.) was added to a stirred solution of pyridine (4.75 g.) in dry methylene chloride (75 ml.), and stirring was continued for a further 15 minutes. 3-Phenoxybenzyl alcohol (1 g.) in methylene chloride (5 ml.) was added, the mixture stirred for a further 15 minutes, decanted and the residue washed with diethyl ether (100 ml.). The filtrate was washed with 5% sodium hydroxide solution (3×50 ml), 2.5 NHCl (50 ml.) and 5% sodium carbonate solution (50 ml.) and dried over Na2SO... Reactants: O (Water), [H-].[Na+] (Sodium hydride), N1C=CC2=CC(=CC=C12)C(=O)OCC1=CC=CC=C1 (benzyl 1H-indole-5-carboxylate), BrCC(=O)OC(C)(C)C (t-Butyl bromoacetate). Solvent: CN(C=O)C (N,N-dimethylformamide). Reaction conditions: time 30 minute. Product: C(C)(C)(C)OC(=O)CN1C=CC2=CC(=CC=C12)C(=O)OCC1=CC=CC=C1 (benzyl 1-t-butoxycarbonylmethyl-1H-indole-5-carboxylate). Yield: 108.2%. Reaction SMILES: [H-].[Na+].[NH:3]1[C:11]2[C:6](=[CH:7][C:8]([C:12]([O:14][CH2:15][C:16]3[CH:21]=[CH:20][CH:19]=[CH:18][CH:17]=3)=[O:13])=[CH:9][CH:10]=2)[CH:5]=[CH:4]1.Br[CH2:23][C:24]([O:26][C:27]([CH3:30])([CH3:29])[CH3:28])=[O:25].O>CN(C)C=O>[C:27]([O:26][C:24]([CH2:23][N:3]1[C:11]2[C:6](=[CH:7][C:8]([C:12]([O:14][CH2:15][C:16]3[CH:17]=[CH:18][CH:19]=[CH:20][CH:21]=3)=[O:13])=[CH:9][CH:10]=2)[CH:5]=[CH:4]1)=[O:25])([CH3:30])([CH3:29])[CH3:28] |f:0.1|. Reported procedure: Sodium hydride (115 mg) was added to a solution of benzyl 1H-indole-5-carboxylate (600 mg) in N,N-dimethylformamide (2 ml) with ice cooling, and the mixture was stirred for 30 minutes. t-Butyl bromoacetate (562 mg) was added thereto and stirred for 2 hours. Water was added thereto, and the aqueous phase was neutralized and then extracted with dichloromethane. The organic phase was dried over sodium sulfate anhydrous. The product was concentrated under reduced pressure to give benzyl 1-t-butoxyca... Reaction SMILES: [CH3:1][O:2][C:3]1[CH:4]=[C:5]([NH:13][C:14](=[O:22])OC2C=CC=CC=2)[CH:6]=[CH:7][C:8]=1[C:9]([F:12])([F:11])[F:10].[CH3:23][O:24][C:25]1[CH:26]=[C:27]2[C:32](=[CH:33][C:34]=1[O:35][CH2:36][CH2:37][O:38][CH3:39])[N:31]=[CH:30][N:29]=[C:28]2[O:40][C:41]1[CH:42]=[C:43]([CH:45]=[CH:46][CH:47]=1)[NH2:44].C(N(C(C)C)CC)(C)C>CN(C1C=CN=CC=1)C>[CH3:1][O:2][C:3]1[CH:4]=[C:5]([NH:13][C:14]([NH:44][C:43]2[CH:45]=[CH:46][CH:47]=[C:41]([O:40][C:28]3[C:27]4[C:32](=[CH:33][C:34]([O:35][CH2:36][CH2:37][O:38][CH3:39])=[C:25]([O:24][CH3:23])[CH:26]=4)[N:31]=[CH:30][N:29]=3)[CH:42]=2)=[O:22])[CH:6]=[CH:7][C:8]=1[C:9]([F:10])([F:11])[F:12]. Reagents/catalysts: CN(C)C=1C=CN=CC1 (DMAP). Reactants: COC=1C=C(C=CC1C(F)(F)F)NC(OC1=CC=CC=C1)=O (phenyl 3-methoxy-4-(trifluoromethyl)phenylcarbamate), Example 190B, COC=1C=C2C(=NC=NC2=CC1OCCOC)OC=1C=C(N)C=CC1 (3-(6-methoxy-7-(2-methoxyethoxy)quinazolin-4-yloxy)aniline), C(C)(C)N(CC)C(C)C (diisopropylethyl amine). Procedure: The procedure for Example 138B was used to react with phenyl 3-methoxy-4-(trifluoromethyl)phenylcarbamate described in Example 190B (140 mg, 0.45 mmol) with 3-(6-methoxy-7-(2-methoxyethoxy)quinazolin-4-yloxy)aniline from Example 117B (103 mg, 0.30 mmol). To this solution was added diisopropylethyl amine (80 μL, 0.46 mmol) and DMAP (4.0 mg, 0.03 mmol). The reaction was concentrated to dryness and triturated with dichloromethane to give 52 mg. 1H (DMSO-d6) 9.30 (s, 1H), 9.15 (s, 1H), 8.60 (s, 1H),... Yields the product COC=1C=C(C=CC1C(F)(F)F)NC(=O)NC1=CC(=CC=C1)OC1=NC=NC2=CC(=C(C=C12)OC)OCCOC (1-(3-methoxy-4-(trifluoromethyl)phenyl)-3-(3-(6-methoxy-7-(2-methoxyethoxy)quinazolin-4-yloxy)phenyl)urea). Starting materials: FC(C=1C=C(CN)C=C(C1)C(F)(F)F)(F)F (3,5-bis(trifluoromethyl)benzylamine), [OH-].[Na+] (NaOH), [BH4-].[Na+] (sodium borohydride), C(C)(C)OC(=O)N1C2=C(C(CCC1)=O)C(=CC=C2)C (6-Methyl-5-oxo-2,3,4,5-tetrahydro-benzo[b]azepine-1-carboxylic acid isopropyl ester). Reaction SMILES: [F:1][C:2]([F:16])([F:15])[C:3]1[CH:4]=[C:5]([CH:8]=[C:9]([C:11]([F:14])([F:13])[F:12])[CH:10]=1)[CH2:6][NH2:7].[CH:17]([O:20][C:21]([N:23]1[CH2:29][CH2:28][CH2:27][C:26](=O)[C:25]2[C:31]([CH3:35])=[CH:32][CH:33]=[CH:34][C:24]1=2)=[O:22])([CH3:19])[CH3:18].[BH4-].[Na+].[OH-].[Na+]>CC(C)[O-].[Ti+4].CC(C)[O-].CC(C)[O-].CC(C)[O-].CO>[CH:17]([O:20][C:21]([N:23]1[CH2:29][CH2:28][CH2:27][CH:26]([NH:7][CH2:6][C:5]2[CH:4]=[C:3]([C:2]([F:15])([F:16])[F:1])[CH:10]=[C:9]([C:11]([F:14])([F:12])[F:13])[CH:8]=2)[C:25]2[C:31]([CH3:35])=[CH:32][CH:33]=[CH:34][C:24]1=2)=[O:22])([CH3:19])[CH3:18] |f:2.3,4.5,6.7.8.9.10|. Solvent: CO (methanol). Procedure details: Add 3,5-bis(trifluoromethyl)benzylamine (423 mg, 1.62 mmol) followed by titanium isopropoxide (645 mg, 2.27 mmol) to 6-Methyl-5-oxo-2,3,4,5-tetrahydro-benzo[b]azepine-1-carboxylic acid isopropyl ester (423 mg, 1.62 mmol) at room temperature under an atmosphere of nitrogen and stir the solution for 14 h. Add methanol (6.7 mL) and sodium borohydride (92 mg, 2.43 mmol) and stir the mixture under nitrogen at room temperature for 45 min. Add 0.1M NaOH, stir for 30 min. Filter through celite and wash ... Reagents/catalysts: CC([O-])C.[Ti+4].CC([O-])C.CC([O-])C.CC([O-])C (titanium isopropoxide). The product is C(C)(C)OC(=O)N1C2=C(C(CCC1)NCC1=CC(=CC(=C1)C(F)(F)F)C(F)(F)F)C(=CC=C2)C ((+/−)-5-(3,5-Bis-trifluoromethyl-benzylamino)-6-methyl-2,3,4,5-tetrahydro-benzo[b]azepine-1-carboxylic acid isopropyl ester). Yield: 3.4%. Run at time 14 hour. Starting materials: N#N (N2), FeCl3.6H2O, Cl (HCl), ClC1=C2C=CC=CC2=C(C2=CC=CC=C12)C=O (10-chloro-9-anthraldehyde), C(#N)[Cu] (CuCN), SiO2. The reagents and catalysts are Cl[Pd]([P](C1=CC=CC=C1)(C2=CC=CC=C2)C3=CC=CC=C3)([P](C4=CC=CC=C4)(C5=CC=CC=C5)C6=CC=CC=C6)Cl (bis(triphenylphosphine)palladium dichloride). Solvent: O (H2O), C1(=CC=CC=C1)C (PhCH3), CN(C)C=O (DMF), CN1C(CCC1)=O (N-methylpyrrolidinone). Conditions: time 1.5 hour. Yields the product C(=O)C1=C2C=CC=CC2=C(C2=CC=CC=C12)C#N (10-formyl-9-anthracenecarbonitrile). Isolated yield 68.0%. Reaction SMILES: N#N.Cl[C:4]1[C:17]2[C:12](=[CH:13][CH:14]=[CH:15][CH:16]=2)[C:11]([CH:18]=[O:19])=[C:10]2[C:5]=1[CH:6]=[CH:7][CH:8]=[CH:9]2.[C:20]([Cu])#[N:21].Cl>C1(C)C=CC=CC=1.Cl[Pd](Cl)([P](C1C=CC=CC=1)(C1C=CC=CC=1)C1C=CC=CC=1)[P](C1C=CC=CC=1)(C1C=CC=CC=1)C1C=CC=CC=1.O.CN(C=O)C.CN1CCCC1=O>[CH:18]([C:11]1[C:12]2[C:17](=[CH:16][CH:15]=[CH:14][CH:13]=2)[C:4]([C:20]#[N:21])=[C:5]2[C:10]=1[CH:9]=[CH:8][CH:7]=[CH:6]2)=[O:19] |^1:33,52|. Procedure details: A 250 mL 2-neck round bottom flask fitted with thermometer, condenser, N2 inlet and bubbler, and stirring bar was charged with 10-chloro-9-anthraldehyde (Aldrich, 5 g, 21 mmol, CuCN (Fisher Scientific Company, 711 Forbes Ave., Pittsburgh, PA, 15219, 2.14 g, 24 mmol), N-methylpyrrolidinone (100 mL), DMF (15 mL), and bis(triphenylphosphine)palladium dichloride (Fluka, 0.08 g, 0.1 mmol). The mixture was warmed to 170° and stirred 15 h under N2. After 1.5 h, the mixture became homogeneous. The react... Starting materials: C(CCC)N1C(N(C2=C1C=CC=C2)C2CCNCC2)=O (4-(3-butyl-2-oxo-1-benzimidazolinyl)piperidine), O=S1(N(C(C2=C1C=CC(=C2)Cl)=O)CCCCBr)=O (1,1-dioxido-2-(4-bromobutyl)-5-chloro-1,2-benzisothiazol-3(2H)-one). Yields the product O=S1(N(C(C2=C1C=CC(=C2)Cl)=O)CCCCN2CCC(CC2)N2C(N(C1=C2C=CC=C1)CCCC)=O)=O (1,1-Dioxido-2-(4-(4-(3-butyl-2-oxo-1-benzimidazolinyl)piperidin-1- yl)butyl)-5-chloro-1,2-benzisothiazol-3(2H)-one). As a reaction SMILES: [CH2:1]([N:5]1[C:9]2[CH:10]=[CH:11][CH:12]=[CH:13][C:8]=2[N:7]([CH:14]2[CH2:19][CH2:18][NH:17][CH2:16][CH2:15]2)[C:6]1=[O:20])[CH2:2][CH2:3][CH3:4].[O:21]=[S:22]1(=[O:38])[C:26]2[CH:27]=[CH:28][C:29]([Cl:31])=[CH:30][C:25]=2[C:24](=[O:32])[N:23]1[CH2:33][CH2:34][CH2:35][CH2:36]Br>>[O:38]=[S:22]1(=[O:21])[C:26]2[CH:27]=[CH:28][C:29]([Cl:31])=[CH:30][C:25]=2[C:24](=[O:32])[N:23]1[CH2:33][CH2:34][CH2:35][CH2:36][N:17]1[CH2:18][CH2:19][CH:14]([N:7]2[C:8]3[CH:13]=[CH:12][CH:11]=[CH:10][C:9]=3[N:5]([CH2:1][CH2:2][CH2:3][CH3:4])[C:6]2=[O:20])[CH2:15][CH2:16]1. Reported procedure: From 4-(3-butyl-2-oxo-1-benzimidazolinyl)piperidine and 1,1-dioxido-2-(4-bromobutyl)-5-chloro-1,2-benzisothiazol-3(2H)-one using the procedures described in Example 1 there was obtained a white solid upon formation of the HCl salt (from methanol), melting point 192-195° C. Analysis calculated for C27H334N4O4S.HCl.0.8 H2O: C, 54.41; H, 6.02; N, 9.40; found: C, 54.41; H, 5.82; N, 9.34. The NMR was consistent with the structure. Reactants: COC=1C=C(N)C=CC1 (3-methoxy-aniline), C(C)OC=C(C(=O)OCC)C(=O)[O-] (ethyl ethoxymethylenemalonate). The product is OC1=C(C=NC2=CC(=CC=C12)OC)C(=O)OCC (ethyl 4-hydroxy-7-methoxy-3-quinoline-carboxylate). RXN SMILES: [CH3:1][O:2][C:3]1[CH:4]=[C:5]([CH:7]=[CH:8][CH:9]=1)[NH2:6].C([O:12][CH:13]=[C:14]([C:20]([O-])=O)[C:15]([O:17][CH2:18][CH3:19])=[O:16])C>>[OH:12][C:13]1[C:7]2[C:5](=[CH:4][C:3]([O:2][CH3:1])=[CH:9][CH:8]=2)[N:6]=[CH:20][C:14]=1[C:15]([O:17][CH2:18][CH3:19])=[O:16]. Procedure: Using the procedure of Steps A and B of Example 19, 3-methoxy-aniline and ethyl ethoxymethylenemalonate were reacted to obtain ethyl 4-hydroxy-7-methoxy-3-quinoline-carboxylate melting at >260° C. Starting materials: 10.4, NC1=C(C=C(C=C1)C(=O)C1=C(C=CC=C1)F)[N+](=O)[O-] ((4-amino-3-nitrophenyl) (2-fluorophenyl)methanone), CNN (methylhydrazine). Run in C(C)O (ethanol). Run at time 40 hour. The product is CN1N=C(C2=CC=CC=C12)C1=CC(=C(C=C1)N)[N+](=O)[O-] (4-(1-methyl-1H-indazol-3-yl)-2-nitrobenzenamine). Yield: 51.3%. RXN SMILES: [NH2:1][C:2]1[CH:7]=[CH:6][C:5]([C:8]([C:10]2[CH:15]=[CH:14][CH:13]=[CH:12][C:11]=2F)=O)=[CH:4][C:3]=1[N+:17]([O-:19])=[O:18].[CH3:20][NH:21][NH2:22]>C(O)C>[CH3:20][N:21]1[C:11]2[C:10](=[CH:15][CH:14]=[CH:13][CH:12]=2)[C:8]([C:5]2[CH:6]=[CH:7][C:2]([NH2:1])=[C:3]([N+:17]([O-:19])=[O:18])[CH:4]=2)=[N:22]1. Procedure details: A mixture of 10.4 parts of (4-amino-3-nitrophenyl) (2-fluorophenyl)methanone, 14.03 parts of methylhydrazine and 79 parts of ethanol was stirred for 40 hours at reflux temperature. After cooling, the precipitated product was filtered off, washed with 2,2'-oxybispropane and dried, yielding 5.5 parts (51.3%) of 4-(1-methyl-1H-indazol-3-yl)-2-nitrobenzenamine; mp. 230.6° C. (interm. 7). In a similar manner there was also prepared: 4-(1H-indazol-3-yl)-2-nitrobenzenamine (interm. 8).